From a dataset of the Open Reaction Database (ORD), a public repository of structured organic reaction records. describe an organic reaction: reactants, conditions, products, and yield Reactants: FC=1C=C(C=C(C1)F)CC(=O)N[C@@H](C)C(=O)O (N-(3,5-difluorophenylacetyl)-L-alanine), COC([C@@H](N)CCCCNC(=O)OC(C)(C)C)=O (Nε-(tert-butoxycarbonyl)-L-lysine methyl ester). Solvent: EtOAc hexanes. Yields the product COC([C@@H](NC([C@@H](NC(CC1=CC(=CC(=C1)F)F)=O)C)=O)CCCCNC(=O)OC(C)(C)C)=O (N-[N-(3,5-Difluorophenylacetyl)-L-alaninyl]-Nε-(tert-butoxycarbonyl)-L-lysine Methyl Ester). RXN SMILES: [F:1][C:2]1[CH:3]=[C:4]([CH2:9][C:10]([NH:12][C@H:13]([C:15]([OH:17])=O)[CH3:14])=[O:11])[CH:5]=[C:6]([F:8])[CH:7]=1.[CH3:18][O:19][C:20](=[O:35])[C@H:21]([CH2:23][CH2:24][CH2:25][CH2:26][NH:27][C:28]([O:30][C:31]([CH3:34])([CH3:33])[CH3:32])=[O:29])[NH2:22]>>[CH3:18][O:19][C:20](=[O:35])[C@H:21]([CH2:23][CH2:24][CH2:25][CH2:26][NH:27][C:28]([O:30][C:31]([CH3:33])([CH3:32])[CH3:34])=[O:29])[NH:22][C:15](=[O:17])[C@H:13]([CH3:14])[NH:12][C:10](=[O:11])[CH2:9][C:4]1[CH:5]=[C:6]([F:8])[CH:7]=[C:2]([F:1])[CH:3]=1. Procedure details: Following General Procedure A and using N-(3,5-difluorophenylacetyl)-L-alanine (from Example B2 above) and Nε-(tert-butoxycarbonyl)-L-lysine methyl ester (Bachem), the title compound was prepared as an oil. The reaction was monitored by tlc (Rf=0.40 in 50% EtOAc/hexanes) and the product was purified by flash chromotography using 50% EtOAc/hexanes as the eluent. Reactants: C, CO, COCC1COCCN1CC#CCN1CCN(C(=O)c2cc(C(F)(F)F)cc(C(F)(F)F)c2)C(Cc2ccc(C)c(C)c2)C1, [Pd]. Yields the product COCC1COCCN1CCCCN1CCN(C(=O)c2cc(C(F)(F)F)cc(C(F)(F)F)c2)C(Cc2ccc(C)c(C)c2)C1. RXN SMILES: [C:47].[CH3:45][OH:46].[F:1][C:2]([c:3]1[cH:4][c:5]([C:6](=[O:7])[N:8]2[CH:9]([CH2:27][c:28]3[cH:29][c:30]([CH3:35])[c:31]([CH3:34])[cH:32][cH:33]3)[CH2:10][N:11]([CH2:14][C:15]#[C:16][CH2:17][N:18]3[CH:19]([CH2:24][O:25][CH3:26])[CH2:20][O:21][CH2:22][CH2:23]3)[CH2:12][CH2:13]2)[cH:36][c:37]([C:39]([F:40])([F:41])[F:42])[cH:38]1)([F:43])[F:44].[Pd:48]>>[F:1][C:2]([c:3]1[cH:4][c:5]([C:6](=[O:7])[N:8]2[CH:9]([CH2:27][c:28]3[cH:29][c:30]([CH3:35])[c:31]([CH3:34])[cH:32][cH:33]3)[CH2:10][N:11]([CH2:14][CH2:15][CH2:16][CH2:17][N:18]3[CH:19]([CH2:24][O:25][CH3:26])[CH2:20][O:21][CH2:22][CH2:23]3)[CH2:12][CH2:13]2)[cH:36][c:37]([C:39]([F:40])([F:41])[F:42])[cH:38]1)([F:43])[F:44]. Reactants: C(#C)C=1C=NC2=C(C=C(C=C2C1)OC(C(=O)NC(CO)(C)COC)SC)C (2-(3-ethynyl-8-methyl-quinolin-6-yloxy)-N-(2-hydroxy-1-methoxymethyl-1-methyl-ethyl)-2-methylsulfanyl-acetamide), CC(=O)OI1(C=2C=CC=CC2C(=O)O1)(OC(=O)C)OC(=O)C (Dess-Martin periodinane), C(=O)(O)[O-].[Na+] (NaHCO3). The solvent is C(Cl)Cl (CH2Cl2). Reaction conditions: time 1 hour. Yields the product C(#C)C=1C=NC2=CC=C(C=C2C1)OC(C(=O)NC(C=O)(C)COC)SC ((3-ethynyl-quinolin-6-yloxy)-N-(1-methoxymethyl-1-methyl-2-oxo-ethyl)-2-methylsulfanyl-acetamide). The yield is 93.4%. RXN SMILES: [C:1]([C:3]1[CH:4]=[N:5][C:6]2[C:11]([CH:12]=1)=[CH:10][C:9]([O:13][CH:14]([S:25][CH3:26])[C:15]([NH:17][C:18]([CH2:22][O:23][CH3:24])([CH3:21])[CH2:19][OH:20])=[O:16])=[CH:8][C:7]=2C)#[CH:2].CC(OI1(OC(C)=O)(OC(C)=O)OC(=O)C2C=CC=CC1=2)=O.C([O-])(O)=O.[Na+]>C(Cl)Cl>[C:1]([C:3]1[CH:4]=[N:5][C:6]2[C:11]([CH:12]=1)=[CH:10][C:9]([O:13][CH:14]([S:25][CH3:26])[C:15]([NH:17][C:18]([CH2:22][O:23][CH3:24])([CH3:21])[CH:19]=[O:20])=[O:16])=[CH:8][CH:7]=2)#[CH:2] |f:2.3|. Reported procedure: A solution of 2-(3-ethynyl-8-methyl-quinolin-6-yloxy)-N-(2-hydroxy-1-methoxymethyl-1-methyl-ethyl)-2-methylsulfanyl-acetamide (240 mg) in dry CH2Cl2 (15 ml) was treated with Dess-Martin periodinane (341 mg). The mixture was stirred at room temperature during 1 h then poured on sat aq NaHCO3. After separation the water phase was washed twice with CH2Cl2 The combined organic phases were washed with brine, dried over sodium sulfate, filtered and evaporated. The crude residue was purified by column ... Reactants: COc1ccc(C(=O)Cl)cc1, ClC(Cl)Cl, Cl, COC(=O)C(Cc1ccc(O)cc1)NC(=O)C(N)Cc1ccccc1, [Na+], [Na+], O=C([O-])[O-], O. The product is COC(=O)C(Cc1ccc(O)cc1)NC(=O)C(Cc1ccccc1)NC(=O)c1ccc(OC)cc1. RXN SMILES: [CH3:33][O:34][c:35]1[cH:36][cH:37][c:38]([C:39](=[O:40])[Cl:41])[cH:42][cH:43]1.[CH:45]([Cl:46])([Cl:47])[Cl:48].[ClH:1].[NH2:2][CH:3]([CH2:4][c:5]1[cH:6][cH:7][cH:8][cH:9][cH:10]1)[C:11](=[O:12])[NH:13][CH:14]([CH2:15][c:16]1[cH:17][cH:18][c:19]([OH:22])[cH:20][cH:21]1)[C:23](=[O:24])[O:25][CH3:26].[Na+:27].[Na+:28].[O-:29][C:30](=[O:31])[O-:32].[OH2:44]>>[NH:2]([CH:3]([CH2:4][c:5]1[cH:6][cH:7][cH:8][cH:9][cH:10]1)[C:11](=[O:12])[NH:13][CH:14]([CH2:15][c:16]1[cH:17][cH:18][c:19]([OH:22])[cH:20][cH:21]1)[C:23](=[O:24])[O:25][CH3:26])[C:39]([c:38]1[cH:37][cH:36][c:35]([O:34][CH3:33])[cH:43][cH:42]1)=[O:40].